This data is from the Open Reaction Database (ORD), a public repository of structured organic reaction records. The task is: describe an organic reaction: reactants, conditions, products, and yield Starting materials: CN, CCOC(=O)CS(=O)(=NC(=O)c1cncc(C#Cc2cccc(O)c2)c1)c1ccccc1. The product is CNC(=O)CS(=O)(=NC(=O)c1cncc(C#Cc2cccc(O)c2)c1)c1ccccc1. Reaction SMILES: [CH3:33][NH2:34].[OH:1][c:2]1[cH:3][c:4]([C:8]#[C:9][c:10]2[cH:11][c:12]([C:16](=[O:17])[N:18]=[S:19](=[O:20])([c:21]3[cH:22][cH:23][cH:24][cH:25][cH:26]3)[CH2:27][C:28]([O:30][CH2:29][CH3:31])=[O:32])[cH:13][n:14][cH:15]2)[cH:5][cH:6][cH:7]1>>[OH:1][c:2]1[cH:3][c:4]([C:8]#[C:9][c:10]2[cH:11][c:12]([C:16](=[O:17])[N:18]=[S:19](=[O:20])([c:21]3[cH:22][cH:23][cH:24][cH:25][cH:26]3)[CH2:27][C:28](=[O:30])[NH:34][CH3:33])[cH:13][n:14][cH:15]2)[cH:5][cH:6][cH:7]1. Reactants: OCC1OC(c2ccc(Cl)c(Cc3ccc(OCCOCCBr)cc3)c2)C(O)C(O)C1O, O=C([O-])[O-], C1CCNC1, CN(C)C=O, [Cs+], [Cs+], O. Yields the product OCC1OC(c2ccc(Cl)c(Cc3ccc(OCCOCCN4CCCC4)cc3)c2)C(O)C(O)C1O. RXN SMILES: [Br:1][CH2:2][CH2:3][O:4][CH2:5][CH2:6][O:7][c:8]1[cH:9][cH:10][c:11]([CH2:12][c:13]2[cH:14][c:15]([CH:20]3[O:21][CH:22]([CH2:29][OH:30])[CH:23]([OH:28])[CH:24]([OH:27])[CH:25]3[OH:26])[cH:16][cH:17][c:18]2[Cl:19])[cH:31][cH:32]1.[C:33](=[O:34])([O-:35])[O-:36].[CH2:39]1[CH2:40][CH2:41][NH:42][CH2:43]1.[CH3:44][N:45]([CH3:46])[CH:47]=[O:48].[Cs+:37].[Cs+:38].[OH2:49]>>[CH2:2]([CH2:3][O:4][CH2:5][CH2:6][O:7][c:8]1[cH:9][cH:10][c:11]([CH2:12][c:13]2[cH:14][c:15]([CH:20]3[O:21][CH:22]([CH2:29][OH:30])[CH:23]([OH:28])[CH:24]([OH:27])[CH:25]3[OH:26])[cH:16][cH:17][c:18]2[Cl:19])[cH:31][cH:32]1)[N:42]1[CH2:41][CH2:40][CH2:39][CH2:43]1. Starting materials: N1=C(C=CC=C1)CC(=O)O (pyridine-2-yl-acetic acid), C(C1=CC=CC=C1)[C@H]1CN(CCN1)C1=CC(=C(C=C1)OC)OC1CCC1 (3(S)-benzyl-1-(3-cyclobutoxy-4-methoxy-phenyl)-piperazine), C(C1=CC=CC=C1)[C@H]1CN(CCN1)C1=CC(=C(C=C1)OC)OC1CCC1 (3(S)-benzyl-1-(3-cyclobutoxy-4-methoxy-phenyl)-piperazine). The product is C(C1=CC=CC=C1)[C@@H]1N(CCN(C1)C1=CC(=C(C=C1)OC)OC1CCC1)C(CC1=NC=CC=C1)=O ((S)-1-(2-benzyl-4-(3-cyclobutoxy-4-methoxyphenyl)piperazin-1-yl)-2-(pyridin-2-yl)ethanone). Reaction SMILES: [N:1]1[CH:6]=[CH:5][CH:4]=[CH:3][C:2]=1[CH2:7][C:8]([OH:10])=O.[CH2:11]([C@@H:18]1[NH:23][CH2:22][CH2:21][N:20]([C:24]2[CH:29]=[CH:28][C:27]([O:30][CH3:31])=[C:26]([O:32][CH:33]3[CH2:36][CH2:35][CH2:34]3)[CH:25]=2)[CH2:19]1)[C:12]1[CH:17]=[CH:16][CH:15]=[CH:14][CH:13]=1>>[CH2:11]([C@H:18]1[CH2:19][N:20]([C:24]2[CH:29]=[CH:28][C:27]([O:30][CH3:31])=[C:26]([O:32][CH:33]3[CH2:36][CH2:35][CH2:34]3)[CH:25]=2)[CH2:21][CH2:22][N:23]1[C:8](=[O:10])[CH2:7][C:2]1[CH:3]=[CH:4][CH:5]=[CH:6][N:1]=1)[C:12]1[CH:13]=[CH:14][CH:15]=[CH:16][CH:17]=1. Reported procedure: Prepared by the method outlined for Example 189 using pyridine-2-yl-acetic acid and (S)3-benzyl-1-(3-cyclobutoxy-4-methoxy-phenyl)-piperazine (Example 7, Compound 95) as starting materials. Product as an oil. LC/MS (Method B) 2.57 min, [M+1]+ 472. Potency class A. Starting materials: O1C(=O)C(=CC2=CC=CC=C12)OCCCCCCC1=C(C(=O)O)C=CC=C1 (coumarin-oxyhexylbenzoic acid), O1C(=O)C(=CC2=CC=CC=C12)OCCCCCCC1=C(C(=O)O)C=CC=C1 (coumarin-oxyhexylbenzoic acid), S(Cl)Cl (thiochloride). Solvent: C(Cl)Cl (methylene chloride). Reaction conditions: temperature 35 celsius, time 5 hour. Product: O1C(=O)C(=CC2=CC=CC=C12)OCCCCCCC1=C(C(=O)Cl)C=CC=C1 (coumarin-oxyhexylbenzoyl chloride). Reaction SMILES: [O:1]1[C:11]2[C:6](=[CH:7][CH:8]=[CH:9][CH:10]=2)[CH:5]=[C:4]([O:12][CH2:13][CH2:14][CH2:15][CH2:16][CH2:17][CH2:18][C:19]2[CH:27]=[CH:26][CH:25]=[CH:24][C:20]=2[C:21](O)=[O:22])[C:2]1=[O:3].S(Cl)[Cl:29]>C(Cl)Cl>[O:1]1[C:11]2[C:6](=[CH:7][CH:8]=[CH:9][CH:10]=2)[CH:5]=[C:4]([O:12][CH2:13][CH2:14][CH2:15][CH2:16][CH2:17][CH2:18][C:19]2[CH:27]=[CH:26][CH:25]=[CH:24][C:20]=2[C:21]([Cl:29])=[O:22])[C:2]1=[O:3]. Reported procedure: After about 5 g of coumarin-oxyhexylbenzoic acid (compound 3) (about 13.075 mol, about 1 eq) was added to about 100 ml of methylene chloride under nitrogen atmosphere, about 1.71 g of thiochloride (about 14.383 mol, about 1.1 eq) was added thereto and the mixture was stirred at about 35° C. for about 5 hours. Then, the reaction mixture was subjected to evaporation to remove the solvent and recrystalized with ethylacetate/hexane, to obtain coumarin-oxyhexylbenzoyl chloride (compound 4). The reactants are N(=[N+]=[N-])[C@@H]1[C@@H](C2=CC=C(C=C2CC1)OC)C1=CC=CC=C1 (cis-2-azido-6-methoxy-1-phenyl-1,2,3,4-tetrahydronaphthalene). Reagents/catalysts: [Pd] (palladium on carbon). Solvent: C(C)(C)O (isopropanol). The product is COC=1C=C2CC[C@@H]([C@@H](C2=CC1)C1=CC=CC=C1)N (cis-1,2,3,4-tetrahydro-6-methoxy-1-phenyl-2-naphthalenamine). RXN SMILES: [N:1]([C@H:4]1[CH2:13][CH2:12][C:11]2[C:6](=[CH:7][CH:8]=[C:9]([O:14][CH3:15])[CH:10]=2)[C@H:5]1[C:16]1[CH:21]=[CH:20][CH:19]=[CH:18][CH:17]=1)=[N+]=[N-]>C(O)(C)C.[Pd]>[CH3:15][O:14][C:9]1[CH:10]=[C:11]2[C:6](=[CH:7][CH:8]=1)[C@@H:5]([C:16]1[CH:21]=[CH:20][CH:19]=[CH:18][CH:17]=1)[C@@H:4]([NH2:1])[CH2:13][CH2:12]2. Reported procedure: The azido-tetrahydronaphthalene 31 obtained above (1.3 g) was dissolved in isopropanol (50 mL) and this solution was hydrogenated at 50 psi over 10% palladium on carbon (0.2 g) at room temperature for 18 h. The catalyst was removed by filtration and the solvent was evaporated in vacuo to afford crude cis-1,2,3,4-tetrahydro-6-methoxy-1-phenyl-2-naphthalenamine 32 as an oil, which was used in the subsequent step without purification (FIG. 10). MS m/e (MH+) 254.